From a dataset of the Open Reaction Database (ORD), a public repository of structured organic reaction records. describe an organic reaction: reactants, conditions, products, and yield Starting materials: 24, C(CC(O)(C(=O)O)CC(=O)O)(=O)O (citric acid), FeSO4, L(+)diisopropyl tartrate, 4A, C(C)(C)(C)OO (tert-butylhydroperoxide), C(C)(C)CC(C)(C)C (isooctane), C(\C=C\CCCCCCCCCCC)O (E-2-tetradecen-1-ol), 3A. Reagents/catalysts: CC(C)O[Ti](OC(C)C)(OC(C)C)OC(C)C (Ti(OiPr)4). Run in O (H2O), C(Cl)Cl (CH2Cl2), C(Cl)Cl (CH2Cl2). Run at temperature 0 celsius, time 15 minute. Yields the product C(CCCCCCCCCC)[C@H]1[C@@H](O1)CO ((2S-trans)-3-Undecyloxirane methanol). Reaction SMILES: C([O:5]O)(C)(C)C.C(CC(C)(C)C)(C)C.[CH2:15]([OH:29])/[CH:16]=[CH:17]/[CH2:18][CH2:19][CH2:20][CH2:21][CH2:22][CH2:23][CH2:24][CH2:25][CH2:26][CH2:27][CH3:28].C(O)(=O)CC(CC(O)=O)(C(O)=O)O>C(Cl)Cl.O.CC(O[Ti](OC(C)C)(OC(C)C)OC(C)C)C>[CH2:18]([C@@H:17]1[O:5][C@H:16]1[CH2:15][OH:29])[CH2:19][CH2:20][CH2:21][CH2:22][CH2:23][CH2:24][CH2:25][CH2:26][CH2:27][CH3:28]. Procedure: A suspension of 1.00 g of 4A powdered molecular sieves in 50 ml of dry CH2Cl2 was cooled to 0° C. under argon. To the cooled suspension was added 403 mg (1.42 mmole) of Ti(OiPr)4 and 463 mg (1.98 mmole) of L(+)diisopropyl tartrate via syringe. The mixture was stirred for 15 min and cooled to -20° C. A solution of tert-butylhydroperoxide in isooctane (3.8M, 5.58 ml, 21.2 mmole) was added slowly to the mixture and the catalyst was allowed to "age" for 30 min at -20° C. A solution of 3.00 g (14.2 m... Reactants: Cl.FC(C1=C(O[C@@H]2CNCC2)C=CC=C1)(F)F ((3S)-3-[2-(trifluoromethyl)phenoxy]pyrrolidine hydrochloride), O[C@H]1CN(CC1)C(=O)OC(C)(C)C (tert-butyl (3R)-3-hydroxypyrrolidine-1-carboxylate), BrC1=C(C=CC(=C1)F)O (2-bromo-4-fluorophenol). The product is Cl.BrC1=C(O[C@@H]2CNCC2)C=CC(=C1)F ((3S)-3-(2-Bromo-4-fluorophenoxy)pyrrolidine hydrochloride). As a reaction SMILES: [ClH:1].FC(F)(F)C1C=CC=CC=1O[C@H]1CCNC1.[OH:18][C@@H:19]1[CH2:23][CH2:22][N:21](C(OC(C)(C)C)=O)[CH2:20]1.[Br:31][C:32]1[CH:37]=[C:36]([F:38])[CH:35]=[CH:34][C:33]=1O>>[ClH:1].[Br:31][C:32]1[CH:37]=[C:36]([F:38])[CH:35]=[CH:34][C:33]=1[O:18][C@H:19]1[CH2:23][CH2:22][NH:21][CH2:20]1 |f:0.1,4.5|. Procedure details: The title compound was prepared in the same manner as described for (3S)-3-[2-(trifluoromethyl)phenoxy]pyrrolidine hydrochloride from tert-butyl (3R)-3-hydroxypyrrolidine-1-carboxylate and 2-bromo-4-fluorophenol. 1H NMR (300 MHz, DMSO-d6): δ 7.62 (m, 1H), 7.32 (m, 1H), 7.13 (m, 1H), 5.31 (s, 1H), 3.60 (m, 1H), 3.32 (m, 3H), 2.12 (m, 2H). The solvent is O (water), CO (methanol). Product: S1C(=NC2=C1C=CC=C2)C(C=2C=C(C=CC2)C=CCCCO)OC2CCN(CC2)C (5-{3-[benzothiazol-2-yl(1-methylpiperidin-4-yloxy)methyl]phenyl}pent-4-en-1-ol). Procedure: To a solution of Acetic acid 5-{3-[benzothiazol-2-yl(1-methylpiperidin-4-yloxy)methyl]phenyl}pent-4-enyl ester (150 mg) in a mixture of water (1 mL), 1,4-dioxane (1 mL) and methanol (1 mL) is added 1N sodium hydroxide solution (0.6 mL). The reaction mixture is stirred at room temperature for 2 hours. After neutralization to pH 7 with addition of 1N hydrochloric acid, the reaction mixture is extracted with dichloromethane. The pooled organic extracts are dried over magnesium sulfate and concentra... Reaction conditions: time 2 hour. Reactants: S1C(=NC2=C1C=CC=C2)C(C=2C=C(C=CC2)C=CCCCOC(C)=O)OC2CCN(CC2)C (Acetic acid 5-{3-[benzothiazol-2-yl(1-methylpiperidin-4-yloxy)methyl]phenyl}pent-4-enyl ester), O1CCOCC1 (1,4-dioxane), Cl (hydrochloric acid), [OH-].[Na+] (sodium hydroxide). As a reaction SMILES: [S:1]1[C:5]2[CH:6]=[CH:7][CH:8]=[CH:9][C:4]=2[N:3]=[C:2]1[CH:10]([O:26][CH:27]1[CH2:32][CH2:31][N:30]([CH3:33])[CH2:29][CH2:28]1)[C:11]1[CH:12]=[C:13]([CH:17]=[CH:18][CH2:19][CH2:20][CH2:21][O:22]C(=O)C)[CH:14]=[CH:15][CH:16]=1.O1CCOCC1.[OH-].[Na+].Cl>O.CO>[S:1]1[C:5]2[CH:6]=[CH:7][CH:8]=[CH:9][C:4]=2[N:3]=[C:2]1[CH:10]([O:26][CH:27]1[CH2:32][CH2:31][N:30]([CH3:33])[CH2:29][CH2:28]1)[C:11]1[CH:12]=[C:13]([CH:17]=[CH:18][CH2:19][CH2:20][CH2:21][OH:22])[CH:14]=[CH:15][CH:16]=1 |f:2.3|. Starting materials: ClC1=CC=C(C=C1)C1=NC=2N(C(=C1)C1CC1)N=CC2C#C (5-(4-chloro-phenyl)-7-cyclopropyl-3-ethynyl-pyrazolo[1,5-a]pyrimidine), BrC1=CC=C(C=C1)S(=O)(=O)N (4-bromo-benzenesulfonamide). The product is ClC1=CC=C(C=C1)C1=NC=2N(C(=C1)C1CC1)N=CC2C#CC2=CC=C(C=C2)S(=O)(=O)N (4-[5-(4-Chloro-phenyl)-7-cyclopropyl-pyrazolo[1,5-a]pyrimidin-3-ylethynyl]-benzenesulfonamide), solid. Yield: 71.0%. RXN SMILES: [Cl:1][C:2]1[CH:7]=[CH:6][C:5]([C:8]2[CH:13]=[C:12]([CH:14]3[CH2:16][CH2:15]3)[N:11]3[N:17]=[CH:18][C:19]([C:20]#[CH:21])=[C:10]3[N:9]=2)=[CH:4][CH:3]=1.Br[C:23]1[CH:28]=[CH:27][C:26]([S:29]([NH2:32])(=[O:31])=[O:30])=[CH:25][CH:24]=1>>[Cl:1][C:2]1[CH:7]=[CH:6][C:5]([C:8]2[CH:13]=[C:12]([CH:14]3[CH2:16][CH2:15]3)[N:11]3[N:17]=[CH:18][C:19]([C:20]#[C:21][C:23]4[CH:28]=[CH:27][C:26]([S:29]([NH2:32])(=[O:31])=[O:30])=[CH:25][CH:24]=4)=[C:10]3[N:9]=2)=[CH:4][CH:3]=1. Reported procedure: The title compound was prepared from 5-(4-chloro-phenyl)-7-cyclopropyl-3-ethynyl-pyrazolo[1,5-a]pyrimidine (example C.5) (73 mg, 0.25 mmol) and 4-bromo-benzenesulfonamide (59 mg, 0.25 mmol) according to general procedure II. Obtained as a yellow solid (79 mg, 71%). MS (ISP) 449.3 [(M+H)+]; mp 225-228° C.